From a dataset of the Open Reaction Database (ORD), a public repository of structured organic reaction records. describe an organic reaction: reactants, conditions, products, and yield Reactants: O=C([O-])[O-], CC(=O)[O-], CC(=O)[O-], CC(C)(C#N)c1cccc(B2OCCN(c3ccccc3)CCO2)n1, O=Cc1c(I)ccnc1Cl, [Cu]I, [K+], [K+], C1CCOC1, [Pd+2], Cc1ccccc1P(c1ccccc1C)c1ccccc1C. Yields the product CC(C)(C#N)c1cccc(-c2ccnc(Cl)c2C=O)n1. Reaction SMILES: [C:58](=[O:59])([O-:60])[O-:61].[C:69]([O-:70])(=[O:71])[CH3:72].[C:74]([O-:75])(=[O:76])[CH3:77].[CH3:11][C:12]([C:13]#[N:14])([CH3:15])[c:16]1[n:17][c:18]([B:22]2[O:23][CH2:24][CH2:25][N:26]([c:27]3[cH:28][cH:29][cH:30][cH:31][cH:32]3)[CH2:33][CH2:34][O:35]2)[cH:19][cH:20][cH:21]1.[Cl:1][c:2]1[c:3]([CH:4]=[O:5])[c:6]([I:10])[cH:7][cH:8][n:9]1.[Cu:78][I:79].[K+:62].[K+:63].[O:64]1[CH2:65][CH2:66][CH2:67][CH2:68]1.[Pd+2:73].[c:36]1([CH3:37])[cH:38][cH:39][cH:40][cH:41][c:42]1[P:43]([c:44]1[cH:45][cH:46][cH:47][cH:48][c:49]1[CH3:50])[c:51]1[cH:52][cH:53][cH:54][cH:55][c:56]1[CH3:57]>>[Cl:1][c:2]1[c:3]([CH:4]=[O:5])[c:6](-[c:18]2[n:17][c:16]([C:12]([CH3:11])([C:13]#[N:14])[CH3:15])[cH:21][cH:20][cH:19]2)[cH:7][cH:8][n:9]1.